From a dataset of the Open Reaction Database (ORD), a public repository of structured organic reaction records. describe an organic reaction: reactants, conditions, products, and yield Starting materials: ClC=1N=CC2=C(N1)N(C=C2I)C(COC)(C)C (2-Chloro-5-iodo-7-(2-methoxy-1,1-dimethyl-ethyl)-7H-pyrrolo[2,3-d]pyrimidine), BrC=1C=NC=C(C(=O)N(C)OC)C1 (5-Bromo-N-methoxy-N-methyl-nicotinamide). Yields the product BrC=1C=C(C=NC1)C(=O)C1=CN(C=2N=C(N=CC21)Cl)C(COC)(C)C ((5-Bromo-pyridin-3-yl)-[2-chloro-7-(2-methoxy-1,1-dimethyl-ethyl)-7H-pyrrolo[2,3-d]pyrimidin-5-yl]-methanone). Reaction SMILES: [Cl:1][C:2]1[N:3]=[CH:4][C:5]2[C:10](I)=[CH:9][N:8]([C:12]([CH3:17])([CH3:16])[CH2:13][O:14][CH3:15])[C:6]=2[N:7]=1.[Br:18][C:19]1[CH:20]=[N:21][CH:22]=[C:23]([CH:30]=1)[C:24](N(OC)C)=[O:25]>>[Br:18][C:19]1[CH:30]=[C:23]([C:24]([C:10]2[C:5]3[CH:4]=[N:3][C:2]([Cl:1])=[N:7][C:6]=3[N:8]([C:12]([CH3:17])([CH3:16])[CH2:13][O:14][CH3:15])[CH:9]=2)=[O:25])[CH:22]=[N:21][CH:20]=1. Procedure: The title compound was prepared according to the method described for Preparation 64 using 2-Chloro-5-iodo-7-(2-methoxy-1,1-dimethyl-ethyl)-7H-pyrrolo[2,3-d]pyrimidine (Preparation 259) and 5-Bromo-N-methoxy-N-methyl-nicotinamide to afford the title compound as yellow gum in 34% yield, 900 mg. Starting materials: COC(=O)c1cc(Cl)ccc1NC(=O)C(CCC(=O)OC(C)(C)C)NC(=O)OCc1ccccc1, ClCCl, O=C(O)C(F)(F)F. Product: COC(=O)c1cc(Cl)ccc1NC(=O)C(CCC(=O)O)NC(=O)OCc1ccccc1. Reaction SMILES: [CH2:1]([c:2]1[cH:3][cH:4][cH:5][cH:6][cH:7]1)[O:8][C:9](=[O:10])[NH:11][CH:12]([C:13](=[O:14])[NH:15][c:16]1[c:17]([C:18](=[O:19])[O:20][CH3:21])[cH:22][c:23]([Cl:26])[cH:24][cH:25]1)[CH2:27][CH2:28][C:29](=[O:30])[O:31][C:32]([CH3:33])([CH3:34])[CH3:35].[CH2:43]([Cl:44])[Cl:45].[F:36][C:37]([F:38])([F:39])[C:40]([OH:41])=[O:42]>>[CH2:1]([c:2]1[cH:3][cH:4][cH:5][cH:6][cH:7]1)[O:8][C:9](=[O:10])[NH:11][CH:12]([C:13](=[O:14])[NH:15][c:16]1[c:17]([C:18](=[O:19])[O:20][CH3:21])[cH:22][c:23]([Cl:26])[cH:24][cH:25]1)[CH2:27][CH2:28][C:29](=[O:30])[OH:31]. Solvent: C(C)O (ethanol), [H][H] (hydrogen). Conditions: time 1 hour. Product: N1CCC(CC1)CC(=O)OCC (ethyl 4-piperidinylacetate). Procedure details: 16.5 g (0.1 mol) Ethyl 4-pyridylacetate, 8.4 mL (0.1 mol) 12N hydrochloric acid and 2.5 g platinum oxide were dissolved in absolute ethanol and hydrogenated at 40 psi hydrogen on a Parr shaker. After 1 hour, the contents of the vessel were filtered and concentrated in vacuo yielding 27.79 g of ethyl 4-piperidinylacetate. Reactants: N1=CC=C(C=C1)CC(=O)OCC (Ethyl 4-pyridylacetate), Cl (hydrochloric acid). Isolated yield 162.3%. As a reaction SMILES: [N:1]1[CH:6]=[CH:5][C:4]([CH2:7][C:8]([O:10][CH2:11][CH3:12])=[O:9])=[CH:3][CH:2]=1.Cl>C(O)C.[H][H].[Pt]=O>[NH:1]1[CH2:6][CH2:5][CH:4]([CH2:7][C:8]([O:10][CH2:11][CH3:12])=[O:9])[CH2:3][CH2:2]1. The reagents and catalysts are [Pt]=O (platinum oxide). The reactants are COC(=O)C1=C(C=CC=C1)SCl (2-(Methoxycarbonyl)phenyl sulfenyl chloride), CC1=CC2=C(S1)C=CC=C2 (2-methyl-benzo[b]thiophene), [Cl-].[Al+3].[Cl-].[Cl-] (Aluminium chloride). Run in ClCCCl (1,2-dichloro-ethane). Conditions: temperature 0 celsius, time 4 hour. The product is COC(C1=C(C=CC=C1)SC=1C2=C(SC1C)C=CC=C2)=O (2-(2-methyl-benzo[b]thiophen-3-ylsulfanyl)-benzoic acid methyl ester). As a reaction SMILES: [CH3:1][O:2][C:3]([C:5]1[CH:10]=[CH:9][CH:8]=[CH:7][C:6]=1[S:11]Cl)=[O:4].[CH3:13][C:14]1[S:18][C:17]2[CH:19]=[CH:20][CH:21]=[CH:22][C:16]=2[CH:15]=1.[Cl-].[Al+3].[Cl-].[Cl-]>ClCCCl>[CH3:1][O:2][C:3](=[O:4])[C:5]1[CH:10]=[CH:9][CH:8]=[CH:7][C:6]=1[S:11][C:15]1[C:16]2[CH:22]=[CH:21][CH:20]=[CH:19][C:17]=2[S:18][C:14]=1[CH3:13] |f:2.3.4.5|. Procedure details: 2-(Methoxycarbonyl)phenyl sulfenyl chloride (10 mL 0.29 M solution in 1,2-dichloro-ethane, 2.9 mmol) is added to a solution of 2-methyl-benzo[b]thiophene (445 mg, 3mmol) in 5 mL 1,2-dichloro-ethane. The reaction mixture is cooled to 0° C. Aluminium chloride (400 mg, 3 mmol) is added and the reaction mixture is stirred for 4 hours at room temperature. The reaction is quenched with water. The organic phase is washed with brine, dried with MgSO4 and concentrated in vacuo. The residue is purified by... Starting materials: NC1=NNC=C1 (3-aminopyrazole), N(=[N+]=[N-])CCC(=O)Cl (β-azidopropionyl chloride). The product is NCCCNC1=NNC=C1 (3-(3-aminopropylamino)pyrazole). RXN SMILES: [NH2:1][C:2]1[CH:6]=[CH:5][NH:4][N:3]=1.[N:7]([CH2:10][CH2:11][C:12](Cl)=O)=[N+]=[N-]>>[NH2:7][CH2:10][CH2:11][CH2:12][NH:1][C:2]1[CH:6]=[CH:5][NH:4][N:3]=1. Reported procedure: Reaction of 3-aminopyrazole with β-azidopropionyl chloride by the procedure of Example 40 gives 3-(3-aminopropylamino)pyrazole. Reactants: CC(C)(C)NC(=O)c1csc(Br)n1, CO, C[O-], [Na+]. Yields the product COc1nc(C(=O)NC(C)(C)C)cs1. RXN SMILES: [C:4]([CH3:5])([CH3:6])([CH3:7])[NH:8][C:9](=[O:10])[c:11]1[n:12][c:13]([Br:16])[s:14][cH:15]1.[CH3:17][OH:18].[CH3:1][O-:2].[Na+:3]>>[CH3:1][O:2][c:13]1[n:12][c:11]([C:9]([NH:8][C:4]([CH3:5])([CH3:6])[CH3:7])=[O:10])[cH:15][s:14]1. Reactants: C(C)(C)(C)OC(=O)N(CCN(C)C(=O)N1CCSCC1)C (N-t-Butoxycarbonyl-N'-thiomorpholinocarbonyl-N,N'-dimethylethylenediamine), Cl (hydrogen chloride). Run in C(C)(=O)OCC (ethyl acetate). Run at time 30 minute. Yields the product Cl.S1CCN(CC1)C(=O)N(CCNC)C (N-thiomorpholinocarbonyl-N,N'-dimethylethylenediamine hydrochloride). RXN SMILES: C(O[C:6]([N:8](C)[CH2:9][CH2:10][N:11]([C:13]([N:15]1[CH2:20][CH2:19][S:18][CH2:17][CH2:16]1)=[O:14])[CH3:12])=O)(C)(C)C.[ClH:22]>C(OCC)(=O)C>[ClH:22].[S:18]1[CH2:19][CH2:20][N:15]([C:13]([N:11]([CH3:12])[CH2:10][CH2:9][NH:8][CH3:6])=[O:14])[CH2:16][CH2:17]1 |f:3.4|. Reported procedure: N-t-Butoxycarbonyl-N'-thiomorpholinocarbonyl-N,N'-dimethylethylenediamine (4.92 g) was dissolved in a solution of 4N hydrogen chloride in ethyl acetate (60 ml) under ice-bath cooling. After being stirred at ambient temperature for 30 minutes, the solution was concentrated in vacuo to give N-thiomorpholinocarbonyl-N,N'-dimethylethylenediamine hydrochloride (3.93 g) as an oil. Rf: 0.25 (chloroform:methanol:acetic acid, 8:1:1, V/V) Reactants: ClC1=CC2=C(N=C(N2)C2=CC=C(C=C2)C=O)C=C1Cl (5,6-dichloro-2-(4-formylphenyl)benzimidazole), BrCC1=CC=C(C(=O)OC)C=C1 (methyl 4-bromomethylbenzoate). Yields the product ClC1=CC2=C(N(C(=N2)C2=CC=C(C=C2)C=O)CC2=CC=C(C(=O)OC)C=C2)C=C1Cl (Methyl 4-[5,6-dichloro2-(4-formylphenyl)benzimidazol-1-ylmethyl]benzoate). Reaction SMILES: [Cl:1][C:2]1[C:18]([Cl:19])=[CH:17][C:5]2[N:6]=[C:7]([C:9]3[CH:14]=[CH:13][C:12]([CH:15]=[O:16])=[CH:11][CH:10]=3)[NH:8][C:4]=2[CH:3]=1.Br[CH2:21][C:22]1[CH:31]=[CH:30][C:25]([C:26]([O:28][CH3:29])=[O:27])=[CH:24][CH:23]=1>>[Cl:19][C:18]1[C:2]([Cl:1])=[CH:3][C:4]2[N:8]([CH2:21][C:22]3[CH:31]=[CH:30][C:25]([C:26]([O:28][CH3:29])=[O:27])=[CH:24][CH:23]=3)[C:7]([C:9]3[CH:10]=[CH:11][C:12]([CH:15]=[O:16])=[CH:13][CH:14]=3)=[N:6][C:5]=2[CH:17]=1. Reported procedure: Methyl 4-[5,6-dichloro2-(4-formylphenyl)benzimidazol-1-ylmethyl]benzoate was prepared from 5,6-dichloro-2-(4-formylphenyl)benzimidazole obtained in Example 13 and methyl 4-bromomethylbenzoate by following General Procedure 3. Starting materials: C(C1=CC=CC=C1)OC1=CC=C(C=C1)CCC1=C2C(=NC=C1)NN=C2O[C@H]2[C@H](OC(C(C)(C)C)=O)[C@@H](OC(C(C)(C)C)=O)[C@H](OC(C(C)(C)C)=O)[C@H](O2)COC(C(C)(C)C)=O (4-[2-(4-benzyloxyphenyl)ethyl]-3-(2,3,4,6-tetra-O-pivaloyl-β-D-glucopyranosyloxy)-1H-pyrazolo[3,4-b]pyridine), C([O-])([O-])=O.[Cs+].[Cs+] (cesium carbonate), BrCC(=O)OC (methyl 2-bromoacetate), [I-].[Na+] (sodium iodide). The solvent is CC(=O)C (acetone). The product is C(C1=CC=CC=C1)OC1=CC=C(C=C1)CCC1=C2C(=NC=C1)N(N=C2O[C@H]2[C@H](OC(C(C)(C)C)=O)[C@@H](OC(C(C)(C)C)=O)[C@H](OC(C(C)(C)C)=O)[C@H](O2)COC(C(C)(C)C)=O)CC(=O)OC (4-[2-(4-benzyloxy-phenyl)ethyl]-1-methoxycarbonylmethyl-3-(2,3,4,6-tetra-O-pivaloyl-β-D-glucopyranosyloxy)-1H-pyrazolo[3,4-b]pyridine). RXN SMILES: [CH2:1]([O:8][C:9]1[CH:14]=[CH:13][C:12]([CH2:15][CH2:16][C:17]2[CH:22]=[CH:21][N:20]=[C:19]3[NH:23][N:24]=[C:25]([O:26][C@@H:27]4[O:53][C@H:52]([CH2:54][O:55][C:56](=[O:61])[C:57]([CH3:60])([CH3:59])[CH3:58])[C@@H:44]([O:45][C:46](=[O:51])[C:47]([CH3:50])([CH3:49])[CH3:48])[C@H:36]([O:37][C:38](=[O:43])[C:39]([CH3:42])([CH3:41])[CH3:40])[C@H:28]4[O:29][C:30](=[O:35])[C:31]([CH3:34])([CH3:33])[CH3:32])[C:18]=23)=[CH:11][CH:10]=1)[C:2]1[CH:7]=[CH:6][CH:5]=[CH:4][CH:3]=1.C(=O)([O-])[O-].[Cs+].[Cs+].Br[CH2:69][C:70]([O:72][CH3:73])=[O:71].[I-].[Na+]>CC(C)=O>[CH2:1]([O:8][C:9]1[CH:14]=[CH:13][C:12]([CH2:15][CH2:16][C:17]2[CH:22]=[CH:21][N:20]=[C:19]3[N:23]([CH2:69][C:70]([O:72][CH3:73])=[O:71])[N:24]=[C:25]([O:26][C@@H:27]4[O:53][C@H:52]([CH2:54][O:55][C:56](=[O:61])[C:57]([CH3:60])([CH3:59])[CH3:58])[C@@H:44]([O:45][C:46](=[O:51])[C:47]([CH3:48])([CH3:49])[CH3:50])[C@H:36]([O:37][C:38](=[O:43])[C:39]([CH3:42])([CH3:41])[CH3:40])[C@H:28]4[O:29][C:30](=[O:35])[C:31]([CH3:34])([CH3:32])[CH3:33])[C:18]=23)=[CH:11][CH:10]=1)[C:2]1[CH:7]=[CH:6][CH:5]=[CH:4][CH:3]=1 |f:1.2.3,5.6|. Reported procedure: To a solution of 4-[2-(4-benzyloxyphenyl)ethyl]-3-(2,3,4,6-tetra-O-pivaloyl-β-D-glucopyranosyloxy)-1H-pyrazolo[3,4-b]pyridine (0.43 g) in acetone (7 mL) were added cesium carbonate (0.33 g), methyl 2-bromoacetate (0.072 mL) and a catalytic amount of sodium iodide, and the mixture was stirred at room temperature overnight. The reaction mixture was purified by column chromatography on silica gel (eluent: n-hexane/ethyl acetate=2/1-3/2) to give 4-[2-(4-benzyloxy-phenyl)ethyl]-1-methoxycarbonylmethy... Reactants: aqueous solution, Cl (hydrochloric acid), FC1=C(C#N)C(=CC=C1)C(F)(F)F (2-fluoro-6-trifluoromethylbenzonitrile), aqueous solution, C([O-])([O-])=O.[Na+].[Na+] (sodium carbonate), Cl.NO (hydroxylamine hydrochloride). Run in CO (methanol). Yields the product FC1=C(C(N)=NO)C(=CC=C1)C(F)(F)F (2-fluoro-6-trifluoromethylbenzamidoxime). Isolated yield 56.6%. Reaction SMILES: Cl.[NH2:2][OH:3].C(=O)([O-])[O-].[Na+].[Na+].[F:10][C:11]1[CH:18]=[CH:17][CH:16]=[C:15]([C:19]([F:22])([F:21])[F:20])[C:12]=1[C:13]#[N:14].Cl>CO>[F:10][C:11]1[CH:18]=[CH:17][CH:16]=[C:15]([C:19]([F:20])([F:21])[F:22])[C:12]=1[C:13](=[N:2][OH:3])[NH2:14] |f:0.1,2.3.4|. Procedure: In 540 ml of methanol was dissolved 58.8 g of hydroxylamine hydrochloride and to the solution was added 160 ml of aqueous solution of sodium carbonate containing 49.4 g thereof. 40 g of 2-fluoro-6-trifluoromethylbenzonitrile was added thereto at room temperature with stirring, and then further stirred 3 hours at 60° C. After removing the solvent methanol by distillation from the solution, the solution was extracted with ethyl acetate. The organic layer was dried over anhydrous magnesium sulfate,...